Dataset: the Open Reaction Database (ORD), a public repository of structured organic reaction records. Task: describe an organic reaction: reactants, conditions, products, and yield Starting materials: [H-].[Na+] (sodium hydride), OC=1C=C(C=O)C=CC1O (3,4-Dihydroxybenzaldehyde), ICCC (Iodopropane). Run in C(C)(=O)OCC (ethyl acetate), CN(C)C=O (DMF). Reaction conditions: time 10 minute. Product: OC1=C(C=C(C=O)C=C1)OCCC (4-Hydroxy-3-propyloxybenzaldehyde). The yield is 143.2%. RXN SMILES: [OH:1][C:2]1[CH:3]=[C:4]([CH:7]=[CH:8][C:9]=1[OH:10])[CH:5]=[O:6].[H-].[Na+].I[CH2:14][CH2:15][CH3:16]>CN(C=O)C.C(OCC)(=O)C>[OH:10][C:9]1[CH:8]=[CH:7][C:4]([CH:5]=[O:6])=[CH:3][C:2]=1[O:1][CH2:14][CH2:15][CH3:16] |f:1.2|. Procedure: 3,4-Dihydroxybenzaldehyde (0.5 g, 3.62 mmol) was dissolved in DMF (10 mL) and sodium hydride (0.087 g, 3.62 mmol) was added. The reaction mixture was stirred at rt for 10 min. Iodopropane (0.35 mL, 0.62 mmol) was added and the reaction was stirred at 80° C. for 2.5 h. The reaction was diluted with ethyl acetate and washed with 2N HCl and water. Silica gel chromatography eluting with 35% ethyl acetate/hexane yielded 0.16 g of desired product: ESI-MS 181 (M+H). The reactants are CC(=O)Nc1cccc(NC(=O)OCC(Cl)(Cl)Cl)c1, CS(C)=O, CCN(C(C)C)C(C)C, O, c1ccc(-c2csc(N3CCNCC3)n2)cc1. Product: CC(=O)Nc1cccc(NC(=O)N2CCN(c3nc(-c4ccccc4)cs3)CC2)c1. Reaction SMILES: [C:1]([CH3:2])(=[O:3])[NH:4][c:5]1[cH:6][c:7]([NH:11][C:12]([O:13][CH2:14][C:15]([Cl:16])([Cl:17])[Cl:18])=[O:19])[cH:8][cH:9][cH:10]1.[CH3:46][S:47]([CH3:48])=[O:49].[CH:37]([N:38]([CH:39]([CH3:40])[CH3:41])[CH2:42][CH3:43])([CH3:44])[CH3:45].[OH2:50].[c:20]1(-[c:26]2[n:27][c:28]([N:31]3[CH2:32][CH2:33][NH:34][CH2:35][CH2:36]3)[s:29][cH:30]2)[cH:21][cH:22][cH:23][cH:24][cH:25]1>>[C:1]([CH3:2])(=[O:3])[NH:4][c:5]1[cH:6][c:7]([NH:11][C:12](=[O:19])[N:34]2[CH2:33][CH2:32][N:31]([c:28]3[n:27][c:26](-[c:20]4[cH:21][cH:22][cH:23][cH:24][cH:25]4)[cH:30][s:29]3)[CH2:36][CH2:35]2)[cH:8][cH:9][cH:10]1. Starting materials: COc1ccc(-c2[nH]c3ccccc3c2CCNCCc2ccc([N+](=O)[O-])cc2)cc1OC, Cl, [H][H], [OH-], [OH-], [Pd+2]. The product is COc1ccc(-c2[nH]c3ccccc3c2CCNCCc2ccc(N)cc2)cc1OC. Reaction SMILES: [CH3:1][O:2][c:3]1[cH:4][c:5](-[c:11]2[nH:12][c:13]3[cH:14][cH:15][cH:16][cH:17][c:18]3[c:19]2[CH2:20][CH2:21][NH:22][CH2:23][CH2:24][c:25]2[cH:26][cH:27][c:28]([N+:31]([O-:32])=[O:33])[cH:29][cH:30]2)[cH:6][cH:7][c:8]1[O:9][CH3:10].[ClH:34].[H:35][H:36].[OH-:37].[OH-:39].[Pd+2:38]>>[CH3:1][O:2][c:3]1[cH:4][c:5](-[c:11]2[nH:12][c:13]3[cH:14][cH:15][cH:16][cH:17][c:18]3[c:19]2[CH2:20][CH2:21][NH:22][CH2:23][CH2:24][c:25]2[cH:26][cH:27][c:28]([NH2:31])[cH:29][cH:30]2)[cH:6][cH:7][c:8]1[O:9][CH3:10].